Dataset: the Open Reaction Database (ORD), a public repository of structured organic reaction records. Task: describe an organic reaction: reactants, conditions, products, and yield Starting materials: C(C)C=1OC2=C(N1)C(=CC=C2)OC (2-ethyl-4-methoxybenzoxazole), BrBr (Bromine), C(C)C=1OC2=C(N1)C(=CC=C2)OC (2-Ethyl-4-methoxybenzoxazole). The solvent is CO (methanol). Reaction conditions: temperature -78 celsius, time 3.5 hour. Product: BrC1=CC=C(C=2N=C(OC21)CC)OC (7-Bromo-2-ethyl-4-methoxybenzoxazole). RXN SMILES: [CH2:1]([C:3]1[O:4][C:5]2[CH:11]=[CH:10][CH:9]=[C:8]([O:12][CH3:13])[C:6]=2[N:7]=1)[CH3:2].[Br:14]Br>CO>[Br:14][C:11]1[C:5]2[O:4][C:3]([CH2:1][CH3:2])=[N:7][C:6]=2[C:8]([O:12][CH3:13])=[CH:9][CH:10]=1. Reported procedure: 2-Ethyl-4-methoxybenzoxazole (2.81 g) was dissolved in methanol (80 ml) under nitrogen and the solution cooled to −78° C. Bromine (0.73 ml) was added dropwise. The mixture was allowed to warm gradually to room temperature and stirred for 3.5 h. The methanol was evaporated in vacuo and the residue partitioned between ethyl acetate and aqueous sodium bicarbonate. The combined organic phases were washed with 5% aqueous sodium metabisulphite, evaporated onto silica and purified by flash chromatograp... Reactants: CC=1C=CC(=NC1)N(CCC1=CC(=C(C=C1)O)CCC)CC1=CC=C(C=C1)C(F)(F)F (4-(2-{(5-methylpyridin-2-yl)[4-(trifluoromethyl)benzyl]amino}ethyl)-2-propylphenol), C(C)(C)(C)OC(CBr)=O (tert-butyl-bromo-acetate), C(=O)(C(F)(F)F)O (TFA). Product: CC=1C=CC(=NC1)N(CCC1=CC(=C(OCC(=O)O)C=C1)CCC)CC1=CC=C(C=C1)C(F)(F)F ([4-(2-{(5-Methylpyridin-2-yl)[4-(trifluoromethyl)benzyl]amino}ethyl)-2-propylphenoxy]acetic acid). Reaction SMILES: [CH3:1][C:2]1[CH:3]=[CH:4][C:5]([N:8]([CH2:21][C:22]2[CH:27]=[CH:26][C:25]([C:28]([F:31])([F:30])[F:29])=[CH:24][CH:23]=2)[CH2:9][CH2:10][C:11]2[CH:16]=[CH:15][C:14]([OH:17])=[C:13]([CH2:18][CH2:19][CH3:20])[CH:12]=2)=[N:6][CH:7]=1.C([O:36][C:37](=[O:40])[CH2:38]Br)(C)(C)C.C(O)(C(F)(F)F)=O>>[CH3:1][C:2]1[CH:3]=[CH:4][C:5]([N:8]([CH2:21][C:22]2[CH:23]=[CH:24][C:25]([C:28]([F:29])([F:31])[F:30])=[CH:26][CH:27]=2)[CH2:9][CH2:10][C:11]2[CH:16]=[CH:15][C:14]([O:17][CH2:38][C:37]([OH:40])=[O:36])=[C:13]([CH2:18][CH2:19][CH3:20])[CH:12]=2)=[N:6][CH:7]=1. Procedure: Alkylation of 4-(2-{(5-methylpyridin-2-yl)[4-(trifluoromethyl)benzyl]amino}ethyl)-2-propylphenol with tert-butyl-bromo-acetate, followed by standard TFA hydrolysis (as described in previous examples) provided after chromatography the title compound as a white foam. Starting materials: Cl (HCl), C1(CC1)C1=NN(C(=C1)C1CC1)C1=CC=C(C=N1)NC(=O)C=1C(=NC=NC1)C (N-[6-(3,5-dicyclopropyl-1H-pyrazol-1-yl)pyridin-3-yl]-4-methylpyrimidine-5-carboxamide), intermediate 30, intermediate 53. Solvent: C(C)OCC (diethyl ether), C1CCOC1 (THF). Conditions: time 15 minute. The product is Cl.C1(CC1)C1=NN(C(=C1)C1CC1)C1=CC=C(C=N1)NC(=O)C=1C(=NC=NC1)C (N-[6-(3,5-dicyclopropyl-1H-pyrazol-1-yl)pyridin-3-yl]-4-methylpyrimidine-5-carboxamide hydrochloride). Reaction SMILES: [CH:1]1([C:4]2[CH:8]=[C:7]([CH:9]3[CH2:11][CH2:10]3)[N:6]([C:12]3[N:17]=[CH:16][C:15]([NH:18][C:19]([C:21]4[C:22]([CH3:27])=[N:23][CH:24]=[N:25][CH:26]=4)=[O:20])=[CH:14][CH:13]=3)[N:5]=2)[CH2:3][CH2:2]1.[ClH:28]>C1COCC1.C(OCC)C>[ClH:28].[CH:1]1([C:4]2[CH:8]=[C:7]([CH:9]3[CH2:11][CH2:10]3)[N:6]([C:12]3[N:17]=[CH:16][C:15]([NH:18][C:19]([C:21]4[C:22]([CH3:27])=[N:23][CH:24]=[N:25][CH:26]=4)=[O:20])=[CH:14][CH:13]=3)[N:5]=2)[CH2:2][CH2:3]1 |f:4.5|. Reported procedure: Following the general procedure-1, N-[6-(3,5-dicyclopropyl-1H-pyrazol-1-yl)pyridin-3-yl]-4-methylpyrimidine-5-carboxamide (230 mg) from intermediate 30 (200 mg, 0.83 mmol) and intermediate 53 (350 mg, 2.49 mmol) as a pale yellow solid and dissolved in THF. Saturated HCl in diethyl ether was added to this solution at 0° C. and stirred for 15 min. Solid that separated out was filtered and dried to give the title compound (120 mg) as a yellow solid. M.P.: 192-197° C. 1H-NMR (δ ppm, DMSO-d6, 400 MHz...